Dataset: the Open Reaction Database (ORD), a public repository of structured organic reaction records. Task: describe an organic reaction: reactants, conditions, products, and yield The reactants are C(C)OC(=O)C=1C(=NC(=C(C1NCCCC)[N+](=O)[O-])Cl)C (4-butylamino-6-chloro-2-methyl-5-nitropyridine-3-carboxylic acid ethyl ester), alcohol, O.[S-2].[Na+].[Na+] (sodium sulfide monohydrate). Run in O (water). Reaction conditions: time 1 hour. The product is C(CCC)NC1=C(C(=NC(=C1[N+](=O)[O-])S)C)C(=O)OCC (4-Butylamino-6-mercapto-2-methyl-5-nitropyridine-3-carboxylic acid, ethyl ester). RXN SMILES: [CH2:1]([O:3][C:4]([C:6]1[C:7]([CH3:21])=[N:8][C:9](Cl)=[C:10]([N+:17]([O-:19])=[O:18])[C:11]=1[NH:12][CH2:13][CH2:14][CH2:15][CH3:16])=[O:5])[CH3:2].O.[S-2:23].[Na+].[Na+]>O>[CH2:13]([NH:12][C:11]1[C:10]([N+:17]([O-:19])=[O:18])=[C:9]([SH:23])[N:8]=[C:7]([CH3:21])[C:6]=1[C:4]([O:3][CH2:1][CH3:2])=[O:5])[CH2:14][CH2:15][CH3:16] |f:1.2.3.4|. Reported procedure: 31.5 g. of 4-butylamino-6-chloro-2-methyl-5-nitropyridine-3-carboxylic acid ethyl ester (0.1 Mol.) are dissolved in 100 ml. of alcohol. 14.8 g. of sodium sulfide monohydrate and about 2 ml. of water are added and the mixture is stirred for one hour without cooling. The precipitated 4-butylamino-6-mercapto-2-methyl-5-nitropyridine-3-carboxylic acid, ethyl ester is filtered off, yield 27.5 g. (88%), m.p. 140°-142° (ethanol). The reactants are [H-].[Al+3].[Li+].[H-].[H-].[H-] (lithium aluminum hydride), C(C1=CC=CC=C1)OC1=CC(=C(C(=O)OC)C=C1)C (methyl 4-benzyloxy-2-methylbenzoate). Run in O1CCCC1 (tetrahydrofuran), O1CCCC1 (tetrahydrofuran). Run at temperature 0 celsius, time 2 hour. Product: C(C1=CC=CC=C1)OC1=CC(=C(CO)C=C1)C (4-benzyloxy-2-methylbenzyl alcohol). Isolated yield 0.1%. As a reaction SMILES: [H-].[Al+3].[Li+].[H-].[H-].[H-].[CH2:7]([O:14][C:15]1[CH:24]=[CH:23][C:18]([C:19](OC)=[O:20])=[C:17]([CH3:25])[CH:16]=1)[C:8]1[CH:13]=[CH:12][CH:11]=[CH:10][CH:9]=1>O1CCCC1>[CH2:7]([O:14][C:15]1[CH:24]=[CH:23][C:18]([CH2:19][OH:20])=[C:17]([CH3:25])[CH:16]=1)[C:8]1[CH:9]=[CH:10][CH:11]=[CH:12][CH:13]=1 |f:0.1.2.3.4.5|. Procedure: A suspension of 0.11 g (2.93 mmol) of lithium aluminum hydride in 20 ml of tetrahydrofuran was cooled to 0° C. A solution of 0.75 g (2.93 mol) of methyl 4-benzyloxy-2-methylbenzoate in 20 ml of tetrahydrofuran was added dropwise to the suspension at DOC. After stirring at 0° C. for 2 hours, the reaction mixture was treated in a conventional manner to give 0.66 g of 4-benzyloxy-2-methylbenzyl alcohol. Reactants: BrCCCOC=1C=C2CC[C@H](C2=CC1)CC(=O)[O-] ([(1S)-5-(3-bromopropoxy)-2,3-dihydro-1H-inden-1-yl]acetate), C(C)C=1N=C(OC1)C1=CC(=C(C=C1)O)OC (4-(4-ethyl-1,3-oxazol-2-yl)-2-methoxyphenol), C(=O)([O-])[O-].[Cs+].[Cs+] (Cs2CO3), CN(C)C=O (DMF). Reagents/catalysts: O (water). Reaction conditions: time 16 hour. Yields the product C(C)C=1N=C(OC1)C1=CC(=C(OCCCOC=2C=C3CC[C@H](C3=CC2)CC(=O)OCC)C=C1)OC (ethyl ((1S)-5-{3-[4-(4-ethyl-1,3-oxazol-2-yl)-2-methoxy-phenoxy]propoxy}-2,3-dihydro-1H-inden-1-yl)acetate). The yield is 84.0%. As a reaction SMILES: Br[CH2:2][CH2:3][CH2:4][O:5][C:6]1[CH:7]=[C:8]2[C:12](=[CH:13][CH:14]=1)[C@H:11]([CH2:15][C:16]([O-:18])=O)[CH2:10][CH2:9]2.[CH2:19]([C:21]1[N:22]=[C:23]([C:26]2[CH:31]=[CH:30][C:29]([OH:32])=[C:28]([O:33][CH3:34])[CH:27]=2)[O:24][CH:25]=1)[CH3:20].[C:35]([O-])([O-])=O.[Cs+].[Cs+].CN([CH:44]=[O:45])C>O>[CH2:19]([C:21]1[N:22]=[C:23]([C:26]2[CH:31]=[CH:30][C:29]([O:32][CH2:2][CH2:3][CH2:4][O:5][C:6]3[CH:7]=[C:8]4[C:12](=[CH:13][CH:14]=3)[C@H:11]([CH2:15][C:16]([O:45][CH2:44][CH3:35])=[O:18])[CH2:10][CH2:9]4)=[C:28]([O:33][CH3:34])[CH:27]=2)[O:24][CH:25]=1)[CH3:20] |f:2.3.4|. Procedure: To a solution of [(1S)-5-(3-bromopropoxy)-2,3-dihydro-1H-inden-1-yl]acetate (Example 45) (93.4 mg, 0.274 mmol) and 4-(4-ethyl-1,3-oxazol-2-yl)-2-methoxyphenol (40.0 mg, 0.182 mmol) (Example 172) in DMF (4 mL) was added Cs2CO3 (118.9 mg, 0.365 mmol) and water (4 drops). The reaction mixture was stirred at rt for 16 h, then filtered, and the filtrate concentrated under reduced pressure. Purification by preparative HPLC (acetonitrile/water (v/v)=1:1 to 9:1 gradient) gave 73.6 mg (84%) of the title ... The product is O1CCOC2=C1C=CC(=C2)CN[C@@H]2CC[C@H](CC2)C(=O)C=2SC1=C(N2)C(=CC=C1C)OC ({trans-4-[(2,3-dihydro-benzo[1,4]dioxin-6-ylmethyl)-amino]-cyclohexyl}-(4-methoxy-7-methyl-benzothiazol-2-yl)-methanone), solid. Starting materials: O1CCOC2=C1C=CC(=C2)C=O (2,3-dihydro-benzo[1,4]dioxine-6-carbaldehyde), 1.c, COC1=CC=C(C2=C1N=CS2)C (4-methoxy-7-methyl-benzothiazole), C(C)(C)(C)OC(N[C@@H]1CC[C@H](CC1)C(N(C)OC)=O)=O ([trans-4-(methoxy-methyl-carbamoyl)-cyclohexyl]-carbamic acid tert-butyl ester). Procedure: Using 4-methoxy-7-methyl-benzothiazole (5 mmol), [trans-4-(methoxy-methyl-carbamoyl)-cyclohexyl]-carbamic acid tert-butyl ester (2.5 mmol) and 2,3-dihydro-benzo[1,4]dioxine-6-carbaldehyde (0.3 mmol) according to the same protocol as that described for example 1, steps 1.a to 1.c, the title compound was obtained as a yellowish solid (20 mg). As a reaction SMILES: [CH3:1][O:2][C:3]1[C:8]2[N:9]=[CH:10][S:11][C:7]=2[C:6]([CH3:12])=[CH:5][CH:4]=1.C(O[C:18](=O)[NH:19][C@H:20]1[CH2:25][CH2:24][C@H:23]([C:26](=[O:31])N(OC)C)[CH2:22][CH2:21]1)(C)(C)C.[O:33]1[C:38]2[CH:39]=[CH:40][C:41](C=O)=[CH:42][C:37]=2[O:36][CH2:35][CH2:34]1>>[O:33]1[C:38]2[CH:39]=[CH:40][C:41]([CH2:18][NH:19][C@H:20]3[CH2:21][CH2:22][C@H:23]([C:26]([C:10]4[S:11][C:7]5[C:6]([CH3:12])=[CH:5][CH:4]=[C:3]([O:2][CH3:1])[C:8]=5[N:9]=4)=[O:31])[CH2:24][CH2:25]3)=[CH:42][C:37]=2[O:36][CH2:35][CH2:34]1. Starting materials: C(C)(=O)OC1=C(C=C(C=CC=O)C=C1)OC (4-acetoxy-3-methoxycinnamaldehyde), methyl (triphenylphosphoranilydene)acetate. The solvent is C1=CC=CC=C1 (benzene). Conditions: temperature 80 celsius, time 4 hour. The product is C(C)(=O)OC1=C(C=C(C=C1)/C=C/C=C/C(=O)OC)OC (Methyl 5-(4-Acetoxy-3-methoxyphenyl)-penta-2E,4E-dienoate). As a reaction SMILES: [C:1]([O:4][C:5]1[CH:14]=[CH:13][C:8]([CH:9]=[CH:10][CH:11]=O)=[CH:7][C:6]=1[O:15][CH3:16])(=[O:3])[CH3:2]>C1C=CC=CC=1>[C:1]([O:4][C:5]1[CH:14]=[CH:13][C:8](/[CH:9]=[CH:10]/[CH:11]=[CH:2]/[C:1]([O:4][CH3:5])=[O:3])=[CH:7][C:6]=1[O:15][CH3:16])(=[O:3])[CH3:2]. Procedure details: To a solution of 880 mg (4.0 mmol) of 4-acetoxy-3-methoxycinnamaldehyde in 100 mL of benzene, 2000 mg (6.0 mmol) of methyl (triphenylphosphoranilydene)acetate was added. The mixture was stirred at 80° C. for 4 h and passed through silica gel (eluent ethyl acetate-hexane, 1:1) to remove the excess of the Wittig reagent. The reactants are C1CCOC1, COC(=O)C(Cc1c(C)cc(C(N)=O)cc1C)NC(=O)OC(C)(C)C, [Li+], [OH-]. The product is Cc1cc(C(N)=O)cc(C)c1CC(NC(=O)OC(C)(C)C)C(=O)O. As a reaction SMILES: [CH2:28]1[O:29][CH2:30][CH2:31][CH2:32]1.[CH3:1][O:2][C:3]([CH:4]([CH2:5][c:6]1[c:7]([CH3:16])[cH:8][c:9]([C:13]([NH2:14])=[O:15])[cH:10][c:11]1[CH3:12])[NH:17][C:18](=[O:19])[O:20][C:21]([CH3:22])([CH3:23])[CH3:24])=[O:25].[Li+:27].[OH-:26]>>[O:2]=[C:3]([CH:4]([CH2:5][c:6]1[c:7]([CH3:16])[cH:8][c:9]([C:13]([NH2:14])=[O:15])[cH:10][c:11]1[CH3:12])[NH:17][C:18](=[O:19])[O:20][C:21]([CH3:22])([CH3:23])[CH3:24])[OH:25].